Task: describe an organic reaction: reactants, conditions, products, and yield. Dataset: the Open Reaction Database (ORD), a public repository of structured organic reaction records The reactants are BrCCN1S(N(C2=C1C=CC=C2)C2=CC=CC=C2)(=O)=O (1-(2-bromoethyl)-3-phenyl-1,3-dihydro-2,1,3-benzothiadiazole 2,2-dioxide), N1(CCNCCC1)C(=O)OC(C)(C)C (tert-butyl 1-homopiperazinecarboxylate), C([O-])([O-])=O.[Na+].[Na+] (sodium carbonate). The solvent is C(C)O (ethanol). Reaction conditions: temperature 90 celsius. Yields the product O=S1(N(C2=C(N1CCN1CCN(CCC1)C(=O)OC(C)(C)C)C=CC=C2)C2=CC=CC=C2)=O (tert-butyl 4-[2-(2,2-dioxido-3-phenyl-2,1,3-benzothiadiazol-1(3H)-yl)ethyl]-1,4-diazepane-1-carboxylate). As a reaction SMILES: Br[CH2:2][CH2:3][N:4]1[C:8]2[CH:9]=[CH:10][CH:11]=[CH:12][C:7]=2[N:6]([C:13]2[CH:18]=[CH:17][CH:16]=[CH:15][CH:14]=2)[S:5]1(=[O:20])=[O:19].[N:21]1([C:28]([O:30][C:31]([CH3:34])([CH3:33])[CH3:32])=[O:29])[CH2:27][CH2:26][CH2:25][NH:24][CH2:23][CH2:22]1.C(=O)([O-])[O-].[Na+].[Na+]>C(O)C>[O:19]=[S:5]1(=[O:20])[N:4]([CH2:3][CH2:2][N:24]2[CH2:25][CH2:26][CH2:27][N:21]([C:28]([O:30][C:31]([CH3:34])([CH3:33])[CH3:32])=[O:29])[CH2:22][CH2:23]2)[C:8]2[CH:9]=[CH:10][CH:11]=[CH:12][C:7]=2[N:6]1[C:13]1[CH:18]=[CH:17][CH:16]=[CH:15][CH:14]=1 |f:2.3.4|. Procedure details: A mixture of 1-(2-bromoethyl)-3-phenyl-1,3-dihydro-2,1,3-benzothiadiazole 2,2-dioxide (prepared in an analogous manner as described in general procedure VI, 112 mg, 0.317 mmol), tert-butyl 1-homopiperazinecarboxylate (381 mg, 1.90 mmol, 6 equiv.), sodium carbonate (202 mg, 1.90 mmol, 6 equiv.) and ethanol (4 mL) in a sealed reaction vessel was heated at 90° C. for 8 h. After cooling, solvent was removed, and the residue was dissolved in ethyl acetate (15 mL). The resulting solution was washed wi... Reactants: CC#N (CH3CN), NC1=NC(=NC=C1CC1=CC=CC=C1)SCC(=O)O ((4-Amino-5-benzyl-pyrimidin-2-ylsulfanyl)-acetic acid), C1(CCCCC1)N=C=NC1CCCCC1 (dicyclohexylcarbodiimide), C(C=C)O (allyl alcohol). The reagents and catalysts are CN(C1=CC=NC=C1)C (4-dimethylaminopyridine). Solvent: C(=O)(C(F)(F)F)O (TFA), CN(C)C=O (DMF). Reaction conditions: time 24 hour. The product is C(C=C)OC(CSC1=NC=C(C(=N1)N)CC1=CC=CC=C1)=O ((4-Amino-5-benzyl-pyrimidin-2-ylsulfanyl)-acetic acid allyl ester). Reaction SMILES: [NH2:1][C:2]1[C:7]([CH2:8][C:9]2[CH:14]=[CH:13][CH:12]=[CH:11][CH:10]=2)=[CH:6][N:5]=[C:4]([S:15][CH2:16][C:17]([OH:19])=[O:18])[N:3]=1.[CH:20]1(N=C=NC2CCCCC2)[CH2:25]CCC[CH2:21]1.C(O)C=C.CC#N>CN(C=O)C.CN(C)C1C=CN=CC=1.C(O)(C(F)(F)F)=O>[CH2:25]([O:18][C:17](=[O:19])[CH2:16][S:15][C:4]1[N:3]=[C:2]([NH2:1])[C:7]([CH2:8][C:9]2[CH:14]=[CH:13][CH:12]=[CH:11][CH:10]=2)=[CH:6][N:5]=1)[CH:20]=[CH2:21]. Reported procedure: (4-Amino-5-benzyl-pyrimidin-2-ylsulfanyl)-acetic acid (0.25 mmol, 69 mg), dicyclohexylcarbodiimide (0.3 mmol, 62 mg) and allyl alcohol (0.3 mmol, 18 mg) were dissolved in 1 ml of DMF, and a catalytic amount of 4-dimethylaminopyridine (approx. 1–3 mg) was added. After shaking the mixture for 24 h at r.t., the title compound, MS: m/e=316.2 (M+H+), was obtained from the reaction mixture by HPLC chromatography (YMC CombiPrep C18 column 50×20 mm, solvent gradient 10–95% CH3CN in 0.1% TFA(aq) over 6.0...